Dataset: the Open Reaction Database (ORD), a public repository of structured organic reaction records. Task: describe an organic reaction: reactants, conditions, products, and yield Reaction SMILES: [C:1]([O:5][C:6](=[O:16])[N:7]([CH2:11][CH2:12][CH2:13][CH2:14][NH2:15])[CH:8]1[CH2:10][CH2:9]1)([CH3:4])([CH3:3])[CH3:2].[CH3:17][C:18]1[C:19]([CH:25]=O)=[N:20][CH:21]=[C:22]([CH3:24])[CH:23]=1.[BH4-].[Na+]>CO>[C:1]([O:5][C:6](=[O:16])[N:7]([CH:8]1[CH2:9][CH2:10]1)[CH2:11][CH2:12][CH2:13][CH2:14][NH:15][CH2:25][C:19]1[C:18]([CH3:17])=[CH:23][C:22]([CH3:24])=[CH:21][N:20]=1)([CH3:4])([CH3:2])[CH3:3] |f:2.3|. Reported procedure: Using General Procedure B, (4-amino-butyl)-cyclopropyl-carbamic acid tert-butyl ester and 3,5-dimethyl-pyridine-2-carbaldehyde in MeOH were reacted with NaBH4 to obtain cyclopropyl-{4-[(3,5-dimethyl-pyridin-2-ylmethyl)-amino]-butyl}-carbamic acid tert-butyl ester as a colorless oil (0.217 g, 89%). 1H NMR (CDCl3) δ 0.52-0.58 (m, 2H), 0.68-0.74 (m, 2H), 1.44 (s, 9H), 1.53-1.65 (m, 4H), 2.26 (s, 6H), 2.45-2.50 (m, 1H), 2.70 (t, 2H, J=6.9 Hz), 3.19 (t, 2H, J=7.2 Hz), 3.82 (s, 2H), 7.23 (s, 1H), 8.20... Run in CO (MeOH). Yield: 89.0%. Yields the product C(C)(C)(C)OC(N(CCCCNCC1=NC=C(C=C1C)C)C1CC1)=O (cyclopropyl-{4-[(3,5-dimethyl-pyridin-2-ylmethyl)-amino]-butyl}-carbamic acid tert-butyl ester). Reactants: C(C)(C)(C)OC(N(C1CC1)CCCCN)=O ((4-amino-butyl)-cyclopropyl-carbamic acid tert-butyl ester), CC=1C(=NC=C(C1)C)C=O (3,5-dimethyl-pyridine-2-carbaldehyde), [BH4-].[Na+] (NaBH4). Reactants: [Ag+2], O=C([O-])[O-], CCOC(=O)C1CCN(c2cc(C(O)(C(C)c3ccc(O)cc3Cl)C(F)(F)F)ccn2)CC1, CCI, CN(C)C=O, O. Yields the product CCOC(=O)C1CCN(c2cc(C(O)(C(C)c3ccc(OCC)cc3Cl)C(F)(F)F)ccn2)CC1. RXN SMILES: [Ag+2:47].[C:43](=[O:44])([O-:45])[O-:46].[CH2:1]([CH3:2])[O:3][C:4](=[O:5])[CH:6]1[CH2:7][CH2:8][N:9]([c:12]2[n:13][cH:14][cH:15][c:16]([C:18]([CH:19]([CH3:20])[c:21]3[c:22]([Cl:28])[cH:23][c:24]([OH:27])[cH:25][cH:26]3)([C:29]([F:30])([F:31])[F:32])[OH:33])[cH:17]2)[CH2:10][CH2:11]1.[I:34][CH2:35][CH3:36].[O:38]=[CH:39][N:40]([CH3:41])[CH3:42].[OH2:37]>>[CH2:1]([CH3:2])[O:3][C:4](=[O:5])[CH:6]1[CH2:7][CH2:8][N:9]([c:12]2[n:13][cH:14][cH:15][c:16]([C:18]([CH:19]([CH3:20])[c:21]3[c:22]([Cl:28])[cH:23][c:24]([O:27][CH2:35][CH3:36])[cH:25][cH:26]3)([C:29]([F:30])([F:31])[F:32])[OH:33])[cH:17]2)[CH2:10][CH2:11]1. Starting materials: C(C1=CC=CC=C1)(=O)O (benzoic acid), F[B-](F)(F)F.N1(N=NC2=C1C=CC=C2)OC(=[N+](C)C)N(C)C (2-(1H-benzotriazole-1-yl)-1,1,3,3-tetramethyluroniumtetrafluoroborate), O.ON1N=NC2=C1C=CC=C2 (1-hydroxybenzotriazole hydrate), C(C)(C)N(C(C)C)CC (N,N-diisopropylethylamine), C(C1=CC=CC=C1)N1CC(OCC1)C(=NO)N (4-benzyl-N′-hydroxymorpholine-2-carboxamidine), C(C1=CC=CC=C1)N1CC(OCC1)C(=NO)N (4-benzyl-N′-hydroxymorpholine-2-carboxamidine). The solvent is O (water), CN(C=O)C (N,N-dimethylformamide). Reaction conditions: time 30 minute. Product: C(C1=CC=CC=C1)N1CC(OCC1)C1=NOC(=N1)C1=CC=CC=C1 (4-benzyl-2-(5-phenyl-1,2,4-oxadiazol-3-yl)morpholine). Yield: 74.9%. RXN SMILES: [C:1]([OH:9])(=O)[C:2]1[CH:7]=[CH:6][CH:5]=[CH:4][CH:3]=1.F[B-](F)(F)F.N1(OC(N(C)C)=[N+](C)C)C2C=CC=CC=2N=N1.O.ON1C2C=CC=CC=2N=N1.C(N(CC)C(C)C)(C)C.[CH2:52]([N:59]1[CH2:64][CH2:63][O:62][CH:61]([C:65]([NH2:68])=[N:66]O)[CH2:60]1)[C:53]1[CH:58]=[CH:57][CH:56]=[CH:55][CH:54]=1>CN(C)C=O.O>[CH2:52]([N:59]1[CH2:64][CH2:63][O:62][CH:61]([C:65]2[N:68]=[C:1]([C:2]3[CH:3]=[CH:4][CH:5]=[CH:6][CH:7]=3)[O:9][N:66]=2)[CH2:60]1)[C:53]1[CH:54]=[CH:55][CH:56]=[CH:57][CH:58]=1 |f:1.2,3.4|. Procedure details: To a stirred solution of benzoic acid (2.30 g, 19.1 mmol) in N,N-dimethylformamide (20 ml) was added 2-(1H-benzotriazole-1-yl)-1,1,3,3-tetramethyluroniumtetrafluoroborate (6.15 g, 19.1 mmol), 1-hydroxybenzotriazole hydrate (518 mg, 3.83 mmol) and N,N-diisopropylethylamine (11.0 ml, 63.8 mmol), and the reaction mixture was stirred at room temperature for 30 minutes. After addition of 4-benzyl-N′-hydroxymorpholine-2-carboxamidine (intermediate 26, 3.0 g, 12.8 mmol), the reaction mixture was stirre... Starting materials: COCN(Cc1ccccc1)C[Si](C)(C)C, CC(=O)C=Cc1ccc(Cl)c(Cl)c1, ClCCl, O=C(O)C(F)(F)F. Yields the product CC(=O)C1CN(Cc2ccccc2)CC1c1ccc(Cl)c(Cl)c1. As a reaction SMILES: [CH3:1][O:2][CH2:3][N:4]([CH2:5][Si:6]([CH3:7])([CH3:8])[CH3:9])[CH2:10][c:11]1[cH:12][cH:13][cH:14][cH:15][cH:16]1.[Cl:17][c:18]1[cH:19][c:20]([CH:25]=[CH:26][C:27]([CH3:28])=[O:29])[cH:21][cH:22][c:23]1[Cl:24].[Cl:37][CH2:38][Cl:39].[OH:30][C:31]([C:32]([F:33])([F:34])[F:35])=[O:36]>>[CH2:3]1[N:4]([CH2:10][c:11]2[cH:12][cH:13][cH:14][cH:15][cH:16]2)[CH2:5][CH:26]([C:27]([CH3:28])=[O:29])[CH:25]1[c:20]1[cH:19][c:18]([Cl:17])[c:23]([Cl:24])[cH:22][cH:21]1.